This data is from the Open Reaction Database (ORD), a public repository of structured organic reaction records. The task is: describe an organic reaction: reactants, conditions, products, and yield Reactants: NC1=C(C2=CC=CC=C2C=C1)C1=C(C=CC2=CC=CC=C12)P(=O)(C1=CC=CC=C1)C1=CC=CC=C1 ((−)-2-amino-2′-diphenylphosphinyl-1,1′-binaphthyl), NC1=C(C2=CC=CC=C2C=C1)C1=C(C=CC2=CC=CC=C12)P(=O)(C1=CC=CC=C1)C1=CC=CC=C1 ((−)-2-amino-2′-diphenylphosphinyl-1,1′-binaphthyl), saturated aqueous solution, [Cl-].[NH4+] (ammonium chloride), N1=CC=CC=C1 (pyridine), C(C)(=O)Cl (acetyl chloride). Run in C(Cl)Cl (methylene chloride). Run at time 1 hour. Yields the product C(C)(=O)NC1=C(C2=CC=CC=C2C=C1)C1=C(C=CC2=CC=CC=C12)P(=O)(C1=CC=CC=C1)C1=CC=CC=C1 ((−)-2-acetylamino-2′-diphenylphosphinyl-1,1′-binaphthyl). Isolated yield 101.0%. RXN SMILES: [NH2:1][C:2]1[CH:11]=[CH:10][C:9]2[C:4](=[CH:5][CH:6]=[CH:7][CH:8]=2)[C:3]=1[C:12]1[C:21]2[C:16](=[CH:17][CH:18]=[CH:19][CH:20]=2)[CH:15]=[CH:14][C:13]=1[P:22]([C:30]1[CH:35]=[CH:34][CH:33]=[CH:32][CH:31]=1)([C:24]1[CH:29]=[CH:28][CH:27]=[CH:26][CH:25]=1)=[O:23].N1C=CC=CC=1.[C:42](Cl)(=[O:44])[CH3:43].[Cl-].[NH4+]>C(Cl)Cl>[C:42]([NH:1][C:2]1[CH:11]=[CH:10][C:9]2[C:4](=[CH:5][CH:6]=[CH:7][CH:8]=2)[C:3]=1[C:12]1[C:21]2[C:16](=[CH:17][CH:18]=[CH:19][CH:20]=2)[CH:15]=[CH:14][C:13]=1[P:22]([C:24]1[CH:25]=[CH:26][CH:27]=[CH:28][CH:29]=1)([C:30]1[CH:31]=[CH:32][CH:33]=[CH:34][CH:35]=1)=[O:23])(=[O:44])[CH3:43] |f:3.4|. Procedure: 141 mg (0.30 mmol) of (−)-2-amino-2′-diphenylphosphinyl-1,1′-binaphthyl (the formula (1-1a-1)) was dissolved in 6 ml of methylene chloride, followed by the addition of 29 μl (0.36 mmol) of pyridine and 24 μl (0.33 mmol) of acetyl chloride under 0° C. The reaction mixture was stirred at room temperature for 1 hour. To the reaction solution, 10 ml of saturated aqueous solution of ammonium chloride was added and extracted with 50 ml of methylene chloride. The extract was washed with 20 ml of brine,...